From a dataset of the Open Reaction Database (ORD), a public repository of structured organic reaction records. describe an organic reaction: reactants, conditions, products, and yield Starting materials: C1(CCCC1)C(O)C1=C(N=C(S1)C1=CC=C(C=C1)C(F)(F)F)C ([rac]-cyclopentyl-(4-methyl-2-(4-trifluoromethyl-phenyl)-thiazol-5-yl]-methanol), C(CCC)P(CCCC)CCCC (tributylphosphine), CN(C(=O)N=NC(=O)N(C)C)C (N,N,N′,N′-tetramethyl azodicarboxamide), C(C)OC(C(CC1=C(C=C(C=C1)O)C)OCC)=O ([rac]-2-ethoxy-3-(4-hydroxy-2-methyl-phenyl)-propionic acid ethyl ester). Yields the product C(C)OC(C(CC1=C(C=C(C=C1)OC(C1=CC=CC=C1)C1=C(N=C(S1)C1=CC=C(C=C1)C(F)(F)F)C)C)OCC)=O (2-ethoxy-3-(2-methyl-4-{[4-methyl-2-(4-trifluoromethyl-phenyl)-thiazol-5-yl]-phenyl-methoxy}-phenyl)-propionic acid ethyl ester). RXN SMILES: [CH2:1]([O:3][C:4](=[O:18])[CH:5]([O:15][CH2:16][CH3:17])[CH2:6][C:7]1[CH:12]=[CH:11][C:10]([OH:13])=[CH:9][C:8]=1[CH3:14])[CH3:2].[CH:19]1([CH:24]([C:26]2[S:30][C:29]([C:31]3[CH:36]=[CH:35][C:34]([C:37]([F:40])([F:39])[F:38])=[CH:33][CH:32]=3)=[N:28][C:27]=2[CH3:41])O)[CH2:23][CH2:22][CH2:21][CH2:20]1.[CH2:42](P(CCCC)CCCC)CCC.CN(C)C(N=NC(N(C)C)=O)=O>>[CH2:1]([O:3][C:4](=[O:18])[CH:5]([O:15][CH2:16][CH3:17])[CH2:6][C:7]1[CH:12]=[CH:11][C:10]([O:13][CH:24]([C:26]2[S:30][C:29]([C:31]3[CH:32]=[CH:33][C:34]([C:37]([F:40])([F:39])[F:38])=[CH:35][CH:36]=3)=[N:28][C:27]=2[CH3:41])[C:19]2[CH:23]=[CH:22][CH:21]=[CH:20][CH:42]=2)=[CH:9][C:8]=1[CH3:14])[CH3:2]. Reported procedure: In analogy to the procedure described in example 10 c], [rac]-2-ethoxy-3-(4-hydroxy-2-methyl-phenyl)-propionic acid ethyl ester (example 10 b]) was reacted with [rac]-[4-methyl-2-(4-trifluoromethyl-phenyl)-thiazol-5-yl]-phenyl-methanol [PCT Int. Appl. (2002), WO 02/062774 A1] in the presence of tributylphosphine and N,N,N′,N′-tetramethyl azodicarboxamide to yield 2-ethoxy-3-(2-methyl-4-{[4-methyl-2-(4-trifluoromethyl-phenyl)-thiazol-5-yl]-phenyl-methoxy}-phenyl)-propionic acid ethyl ester as a m... Reported procedure: Following General Procedure G-1, (2E)-3-(4-bromo-3-ethoxy-8-isopropyl-5,5-dimethyl-5,6-dihydro-naphthalen-2-yl)-2-fluoro-4-methyl-pent-2-enoic acid ethyl ester (Compound A-127, 196 mg, 0.40 mmol) and diisobutylaluminum hydride (1 M in methylene chloride, 1.0 mL, 1.0 mmol) were reacted to give the title compound as a yellow syrup after purification by flash chromatography (silica gel, 10% ethyl acetate in hexanes). Reaction SMILES: C([O:3][C:4](=O)/[C:5](/[F:29])=[C:6](\[C:10]1[C:19]([O:20][CH2:21][CH3:22])=[C:18]([Br:23])[C:17]2[C:16]([CH3:25])([CH3:24])[CH2:15][CH:14]=[C:13]([CH:26]([CH3:28])[CH3:27])[C:12]=2[CH:11]=1)/[CH:7]([CH3:9])[CH3:8])C.[H-].C([Al+]CC(C)C)C(C)C>>[Br:23][C:18]1[C:17]2[C:16]([CH3:25])([CH3:24])[CH2:15][CH:14]=[C:13]([CH:26]([CH3:28])[CH3:27])[C:12]=2[CH:11]=[C:10](/[C:6](/[CH:7]([CH3:9])[CH3:8])=[C:5](/[F:29])\[CH2:4][OH:3])[C:19]=1[O:20][CH2:21][CH3:22] |f:1.2|. Product: BrC1=C(C(=CC=2C(=CCC(C12)(C)C)C(C)C)/C(=C(\CO)/F)/C(C)C)OCC ((2E)-3-(4-Bromo-3-ethoxy-8-isopropyl-5,5-dimethyl-5,6-dihydro-naphthalen-2-yl)-2-fluoro-4-methyl-pent-2-en-1-ol). Starting materials: C(C)OC(/C(=C(/C(C)C)\C1=CC=2C(=CCC(C2C(=C1OCC)Br)(C)C)C(C)C)/F)=O ((2E)-3-(4-bromo-3-ethoxy-8-isopropyl-5,5-dimethyl-5,6-dihydro-naphthalen-2-yl)-2-fluoro-4-methyl-pent-2-enoic acid ethyl ester), [H-].C(C(C)C)[Al+]CC(C)C (diisobutylaluminum hydride).